Task: describe an organic reaction: reactants, conditions, products, and yield. Dataset: the Open Reaction Database (ORD), a public repository of structured organic reaction records Reactants: COC=1C=C(C=NC1)N (5-methoxypyridin-3-amine), ClS(=O)(=O)C1=C(C(=O)OC)C=CC=C1 (methyl 2-(chlorosulfonyl)benzoate), C(=O)(O)[O-].[Na+] (NaHCO3). The solvent is N1=CC=CC=C1 (pyridine). Reaction conditions: time 8 hour. Product: COC1=C(C=NC=C1)NS(=O)(=O)C1=C(C(=O)OC)C=CC=C1 (methyl 2-{[(4-methoxypyridin-3-yl)amino]sulfonyl}benzoate). As a reaction SMILES: CO[C:3]1[CH:4]=[C:5]([NH2:9])[CH:6]=[N:7][CH:8]=1.Cl[S:11]([C:14]1[CH:23]=[CH:22][CH:21]=[CH:20][C:15]=1[C:16]([O:18][CH3:19])=[O:17])(=[O:13])=[O:12].[C:24]([O-])(O)=[O:25].[Na+]>N1C=CC=CC=1>[CH3:24][O:25][C:4]1[CH:3]=[CH:8][N:7]=[CH:6][C:5]=1[NH:9][S:11]([C:14]1[CH:23]=[CH:22][CH:21]=[CH:20][C:15]=1[C:16]([O:18][CH3:19])=[O:17])(=[O:13])=[O:12] |f:2.3|. Procedure details: To a solution of 5-methoxypyridin-3-amine (1 eq) in pyridine (0.4 M) was added methyl 2-(chlorosulfonyl)benzoate (1 eq) and the mixture was stirred overnight at room temperature. The mixture was diluted with saturated aqueous NaHCO3 and extracted with CH2Cl2. The organic layer was dried over Na2SO4, filtered and concentrated. The crude residue was purified by flash chromatography to give afford the title compound. 1H NMR (400 MHz, DMSO-D6) δ 9.35-9.57 (m, 1H) 8.54-8.61 (m, 1H) 8.17-8.23 (m, 1H) ... Starting materials: BrC=1C(=CC2=C(C(=NO2)C2=C(C=CC=C2)F)C1)SCC(=O)O ([[5-bromo-3-(2-fluorophenyl)-1,2-benzisoxazol-6-yl]thio]acetic acid), I(=O)(=O)(=O)[O-].[Na+] (sodium periodate), I(=O)(=O)[O-].[Na+] (sodium iodate). Run in CO.O (methanol water). The product is BrC=1C(=CC2=C(C(=NO2)C2=C(C=CC=C2)F)C1)S(=O)CC(=O)O ([[5-bromo-3-(2-fluorophenyl)-1,2-benzisoxazol-6-yl]sulfinyl]acetic acid). Yield: 86.0%. As a reaction SMILES: [Br:1][C:2]1[C:3]([S:18][CH2:19][C:20]([OH:22])=[O:21])=[CH:4][C:5]2[O:9][N:8]=[C:7]([C:10]3[CH:15]=[CH:14][CH:13]=[CH:12][C:11]=3[F:16])[C:6]=2[CH:17]=1.I([O-])(=O)(=O)=[O:24].[Na+].I([O-])(=O)=O.[Na+]>CO.O>[Br:1][C:2]1[C:3]([S:18]([CH2:19][C:20]([OH:22])=[O:21])=[O:24])=[CH:4][C:5]2[O:9][N:8]=[C:7]([C:10]3[CH:15]=[CH:14][CH:13]=[CH:12][C:11]=3[F:16])[C:6]=2[CH:17]=1 |f:1.2,3.4,5.6|. Reported procedure: 2.8 g (7.33 mmol) of [[5-bromo-3-(2-fluorophenyl)-1,2-benzisoxazol-6-yl]thio]acetic acid was combined with 30 ml (2 eq.) of 0.5M sodium periodate solution in 300 ml of 4:1 methanol/water. The mixture was refluxed for 18 hours during which the insoluble sodium iodate precipitated. The reaction mixture was then poured into excess 3N HCl and extracted several times with ethyl acetate. The ethyl acetate extracts were combined, washed with water and a saturated salt solution, dried over magnesium sul... Starting materials: C1CCOC1, COc1ccc(-c2ccncc2)nn1, CC1(C)CCCC(C)(C)N1, CC=O. Yields the product COc1nnc(-c2ccncc2)cc1C(C)O. RXN SMILES: [CH2:28]1[O:29][CH2:30][CH2:31][CH2:32]1.[CH3:11][O:12][c:13]1[n:14][n:15][c:16](-[c:19]2[cH:20][cH:21][n:22][cH:23][cH:24]2)[cH:17][cH:18]1.[CH3:1][C:2]1([CH3:3])[CH2:4][CH2:5][CH2:6][C:7]([CH3:8])([CH3:9])[NH:10]1.[CH:25]([CH3:26])=[O:27]>>[CH3:11][O:12][c:13]1[n:14][n:15][c:16](-[c:19]2[cH:20][cH:21][n:22][cH:23][cH:24]2)[cH:17][c:18]1[CH:25]([CH3:26])[OH:27]. Starting materials: [H-].[Na+] (sodium hydride), O (water), ClC1=CC=C(C=C1)N=CC1=CC=C(C=C1)O (4-[N-(4-chlorophenyl)formimidoyl]phenol), BrC(C(=O)OCC)(C)C (ethyl 2-bromo-2-methylpropionate). The solvent is CN(C=O)C (dimethylformamide). Run at time 15 minute. Product: ClC1=CC=C(C=C1)N=CC1=CC=C(OC(C(=O)OCC)(C)C)C=C1 (ethyl 2-[4-{N-(4-chlorophenyl)formimidoyl}phenoxy]-2-methylpropionate). The yield is 86.6%. As a reaction SMILES: [H-].[Na+].[Cl:3][C:4]1[CH:9]=[CH:8][C:7]([N:10]=[CH:11][C:12]2[CH:17]=[CH:16][C:15]([OH:18])=[CH:14][CH:13]=2)=[CH:6][CH:5]=1.Br[C:20]([CH3:27])([CH3:26])[C:21]([O:23][CH2:24][CH3:25])=[O:22].O>CN(C)C=O>[Cl:3][C:4]1[CH:9]=[CH:8][C:7]([N:10]=[CH:11][C:12]2[CH:17]=[CH:16][C:15]([O:18][C:20]([CH3:27])([CH3:26])[C:21]([O:23][CH2:24][CH3:25])=[O:22])=[CH:14][CH:13]=2)=[CH:6][CH:5]=1 |f:0.1|. Procedure: (a) 0.312 g of 50% sodium hydride is suspended in 10 ml of anhydrous dimethylformamide, and 1.16 g of 4-[N-(4-chlorophenyl)formimidoyl]phenol is added to the suspension at 20° to 25° C. with stirring. Subsequently over a period of 15 minutes, 1.27 g of ethyl 2-bromo-2-methylpropionate is added dropwise to the resulting mixture at the same temperature with stirring. The mixture is stirred at the same temperature for 30 minutes, then at 50° to 55° C. for 2 hours and thereafter at 80° C. for 3 hour... Starting materials: CC(C#N)(O)C (acetone cyanohydrin), BrC1=CC=C(C=2C=CC=NC12)C(=O)O (8-bromoquinoline-5-carboxylic acid), C(C)N1N=CC=C1O (1-ethyl-5-hydroxypyrazole), C1(CCCCC1)N=C=NC1CCCCC1 (dicyclohexylcarbodiimide), C([O-])([O-])=O.[Na+].[Na+] (sodium carbonate). Solvent: C(C)N(CC)CC (triethylamine), C(C)#N (acetonitrile). Conditions: time 1.5 hour. Yields the product BrC=1C=CC(=C2C=CC=NC12)C(=O)C=1C=NN(C1O)CC (4-[(8-Bromoquinolin-5-yl)carbonyl]-1-ethyl-5-hydroxypyrazole). Reaction SMILES: [Br:1][C:2]1[C:11]2[N:10]=[CH:9][CH:8]=[CH:7][C:6]=2[C:5]([C:12]([OH:14])=O)=[CH:4][CH:3]=1.[CH2:15]([N:17]1[C:21]([OH:22])=[CH:20][CH:19]=[N:18]1)[CH3:16].C1(N=C=NC2CCCCC2)CCCCC1.CC(C)(O)C#N.C(=O)([O-])[O-].[Na+].[Na+]>C(#N)C.C(N(CC)CC)C>[Br:1][C:2]1[CH:3]=[CH:4][C:5]([C:12]([C:20]2[CH:19]=[N:18][N:17]([CH2:15][CH3:16])[C:21]=2[OH:22])=[O:14])=[C:6]2[C:11]=1[N:10]=[CH:9][CH:8]=[CH:7]2 |f:4.5.6|. Reported procedure: 1.00 g of 8-bromoquinoline-5-carboxylic acid, 0.44 g of 1-ethyl-5-hydroxypyrazole and 0.80 g of dicyclohexylcarbodiimide were stirred in 15 ml of acetonitrile at room temperature. After the addition of 0.2 ml of acetone cyanohydrin and 0.60 g of triethylamine, stirring was continued for 1.5 hours and the mixture was then poured into aqueous sodium carbonate solution. The alkaline phase was washed with ethyl acetate and diethyl ether and then acidified. The precipitate was filtered off under suct... Reactants: CC1=CC(NN1)=O (5-methyl-1,2-dihydro-pyrazol-3-one), C12(CC3CC(CC(C1)C3)C2)O (adamantan-1-ol), borontrifluoride ethyl. Reaction conditions: temperature 0 celsius, time 24 hour. Yields the product C12(CC3CC(CC(C1)C3)C2)C=2C(NNC2C)=O (4-adamantan-1-yl-5-methyl-1,2-dihydro-pyrazol-3-one). Isolated yield 107.7%. Reaction SMILES: [CH3:1][C:2]1[NH:6][NH:5][C:4](=[O:7])[CH:3]=1.[C:8]12(O)[CH2:17][CH:12]3[CH2:13][CH:14]([CH2:16][CH:10]([CH2:11]3)[CH2:9]1)[CH2:15]2>>[C:8]12([C:3]3[C:4](=[O:7])[NH:5][NH:6][C:2]=3[CH3:1])[CH2:17][CH:12]3[CH2:13][CH:14]([CH2:16][CH:10]([CH2:11]3)[CH2:9]1)[CH2:15]2. Procedure details: A suspension of 5-methyl-1,2-dihydro-pyrazol-3-one (4.0 g) and adamantan-1-ol (5.6 g) in a round bottom flask was cooled to 0° C. with an ice/water bath. To the cooled suspension was added borontrifluoride ethyl etherate (9.2 mL) over 10 minutes. The reaction mixture was then allowed to warm up to ambient temperature and stirred for 24 hours. The suspension was then re-cooled to 0° C. and quenched with 50% KOH solution. The mixture was then acidified with 2 N aqueous HCl solution and diluted wit... Starting materials: O=C([O-])[O-], CCOC(C)=O, O=Cc1ccc(F)cc1, [K+], [K+], CN(C)C=O, Oc1cccc(Cl)c1. Yields the product O=Cc1ccc(Oc2cccc(Cl)c2)cc1. Reaction SMILES: [C:18](=[O:19])([O-:20])[O-:21].[CH3:29][CH2:30][O:31][C:32](=[O:33])[CH3:34].[F:9][c:10]1[cH:11][cH:12][c:13]([CH:14]=[O:15])[cH:16][cH:17]1.[K+:22].[K+:23].[O:24]=[CH:25][N:26]([CH3:27])[CH3:28].[OH:1][c:2]1[cH:3][cH:4][cH:5][c:6]([Cl:7])[cH:8]1>>[O:1]([c:2]1[cH:3][cH:4][cH:5][c:6]([Cl:7])[cH:8]1)[c:10]1[cH:11][cH:12][c:13]([CH:14]=[O:15])[cH:16][cH:17]1. Reactants: [S-]C#N.[NH4+] (Ammonium thiocyanate), O.CC=1C=C(C=C(O)C1)O (5-methylresorcinol hydrate), C(C)OCC (Diethyl ether). Reagents/catalysts: S(=O)(=O)([O-])[O-].[Cu+2] (copper(II) sulfate). Solvent: O (water). Conditions: time 18 hour. Product: OC1=CC2=C(SC(O2)=O)C(=C1)C (6-hydroxy-4-methyl-1,3-benzoxathiol-2-one). As a reaction SMILES: [S-:1][C:2]#N.[NH4+].O.[CH3:6][C:7]1[CH:8]=[C:9]([OH:14])[CH:10]=[C:11]([CH:13]=1)[OH:12].C([O:17]CC)C>O.S([O-])([O-])(=O)=O.[Cu+2]>[OH:12][C:11]1[CH:13]=[C:7]([CH3:6])[C:8]2[S:1][C:2](=[O:17])[O:14][C:9]=2[CH:10]=1 |f:0.1,2.3,6.7|. Procedure details: Ammonium thiocyanate (10.71 g, 141 mmol) was added slowly to a solution of 5-methylresorcinol hydrate (5.0 g, 35 mmol) and copper(II) sulfate (17.56 g, 70 mmol) in water (100 mL), and the solution was stirred for 18 h. Diethyl ether (100 mL) was added and the mixture was filtered through Celite®, washing the cake with diethyl ether (100 mL). The diethyl ether layers were separated and the aqueous layer was re-extracted with diethyl ether (100 mL). The combined organic fractions were dried (MgSO4... Reactants: ClCCCC(=O)C1=CC=C(C=C1)C(C(=O)O)(C)C (2-[4-(4-Chloro-butyryl)-phenyl]-2-methyl-propionic acid), N1(CCCC1)C(=O)N (pyrroldineamide). Product: CN(C(C(C)(C)C1=CC=C(C=C1)C(CCCCl)=O)=O)C (2-[4-(4-Chloro-butyryl)-phenyl]-2-methyl-propionic acid dimethylamide). As a reaction SMILES: [Cl:1][CH2:2][CH2:3][CH2:4][C:5]([C:7]1[CH:12]=[CH:11][C:10]([C:13]([CH3:18])([CH3:17])[C:14](O)=[O:15])=[CH:9][CH:8]=1)=[O:6].[N:19]1(C(N)=O)[CH2:23]CC[CH2:20]1>>[CH3:20][N:19]([CH3:23])[C:14](=[O:15])[C:13]([C:10]1[CH:11]=[CH:12][C:7]([C:5](=[O:6])[CH2:4][CH2:3][CH2:2][Cl:1])=[CH:8][CH:9]=1)([CH3:18])[CH3:17]. Procedure details: 2-[4-(4-Chloro-butyryl)-phenyl]-2-methyl-propionic acid, pyrroldineamide;